Dataset: the Open Reaction Database (ORD), a public repository of structured organic reaction records. Task: describe an organic reaction: reactants, conditions, products, and yield Starting materials: S(=O)(=O)([O-])[O-] (sulphate), S(=O)(=O)([O-])[O-].CSC(=[NH+]CCSCC=1N=CNC1C)N.CSC(=[NH+]CCSCC=1N=CNC1C)N (S-methyl-N-[2-((5-methyl-4-imidazolyl) methylthio)-ethyl] thiouronium sulphate), NCCCC=1N=CNC1 (4-(3-aminopropyl) imidazole), [I-] (iodide), ii, n-[2-((5-methyl-4-imidazolyl)methylthio)ethyl]-thiourea, CI (methyl iodide), [I-].CSC(=[NH+]CCSCC=1N=CNC1C)N (S-methyl-N -[2-((5-methyl-4-imidazolyl)methylthio)ethyl] thiouronium iodide), S(=O)(=O)([O-])[O-] (sulphate). The solvent is O (water), CO (methanol). Yields the product CC1=C(N=CN1)CSCCNC(=N)NCCCC=1N=CNC1 (N-[2-((5-Methyl-4-imidazolyl)methylthio)ethyl]-N'-[3-(4-imidazolyl)-propyl] guanidine). RXN SMILES: CI.[I-].CS[C:6]([NH2:18])=[NH+:7][CH2:8][CH2:9][S:10][CH2:11][C:12]1[N:13]=[CH:14][NH:15][C:16]=1[CH3:17].[I-].S([O-])([O-])(=O)=O.S([O-])([O-])(=O)=O.CSC(N)=[NH+]CCSCC1N=CNC=1C.CSC(N)=[NH+]CCSCC1N=CNC=1C.[NH2:60][CH2:61][CH2:62][CH2:63][C:64]1[N:65]=[CH:66][NH:67][CH:68]=1>CO.O>[CH3:17][C:16]1[NH:15][CH:14]=[N:13][C:12]=1[CH2:11][S:10][CH2:9][CH2:8][NH:7][C:6]([NH:60][CH2:61][CH2:62][CH2:63][C:64]1[N:65]=[CH:66][NH:67][CH:68]=1)=[NH:18] |f:1.2,5.6.7|. Procedure details: i A solution of n-[2-((5-methyl-4-imidazolyl)methylthio)ethyl]-thiourea (2.29 g) and methyl iodide (1.56 g) in methanol (5 ml) was kept at room temperature for 18 hours affordng S-methyl-N -[2-((5-methyl-4-imidazolyl)methylthio)ethyl] thiouronium iodide (2.3 g), m.p. 128°-131°. The iodide was converted into the corresponding sulphate by ion-exchange on an ion-exchange resin (IRA 401) in the sulphate form. ii. A solution of S-methyl-N-[2-((5-methyl-4-imidazolyl) methylthio)-ethyl] thiouronium sul... The reactants are [F-].[Na+] (sodium fluoride), O (water), C(#N)C1(CCCC2=CC=CC(=C12)OC)O[Si](C)(C)C (1-cyano-8-methoxy-1-trimethylsilyloxy-1,2,3,4-tetrahydronaphthalene). Run in O1CCCC1 (tetrahydrofuran), O1CCCC1 (tetrahydrofuran). Conditions: time 3 hour. The product is NCC1(CCCC2=CC=CC(=C12)OC)O (1-aminomethyl-1-hydroxy-8-methoxy-1,2,3,4-tetrahydronaphthalene). Yield: 96.2%. RXN SMILES: [C:1]([C:3]1([O:15][Si](C)(C)C)[C:12]2[C:7](=[CH:8][CH:9]=[CH:10][C:11]=2[O:13][CH3:14])[CH2:6][CH2:5][CH2:4]1)#[N:2].[F-].[Na+].O>O1CCCC1>[NH2:2][CH2:1][C:3]1([OH:15])[C:12]2[C:7](=[CH:8][CH:9]=[CH:10][C:11]=2[O:13][CH3:14])[CH2:6][CH2:5][CH2:4]1 |f:1.2|. Procedure details: To a mixture of lithiumaluminumhydride (0.99 g) in tetrahydrofuran (18 ml) was added dropwise a solution of 1-cyano-8-methoxy-1-trimethylsilyloxy-1,2,3,4-tetrahydronaphthalene (3.59 g) in tetrahydrofuran (18 ml) under ice-cooling and a nitrogen atmosphere. After stirring at room temperature for 3 hours, sodium fluoride (1.09 g) and water (1.41 ml) were added to the reaction mixture under ice-cooling. After stirring for additional 30 minutes, insoluble materials were filtered off and washed with ... The reactants are C1(CCCC1)C#N (cyclopentanecarbonitrile), C(C)(C)[N-]C(C)C.[Li+] (lithium diisopropylamide), O (water), BrCCl (bromochloromethane). Run in C1CCOC1 (THF), C1CCOC1 (THF), CCCCCC (hexane), C1CCOC1 (THF). Conditions: time 0.5 hour. Yields the product ClCC1(CCCC1)C#N (1-Chloromethylcyclopentanecarbonitrile). Yield: 41.3%. RXN SMILES: [CH:1]1([C:6]#[N:7])[CH2:5][CH2:4][CH2:3][CH2:2]1.C([N-]C(C)C)(C)C.[Li+].Br[CH2:17][Cl:18].O>C1COCC1.CCCCCC>[Cl:18][CH2:17][C:1]1([C:6]#[N:7])[CH2:5][CH2:4][CH2:3][CH2:2]1 |f:1.2|. Reported procedure: A solution of cyclopentanecarbonitrile (14.3 g, 150 mmol) in THF (25 ml) was added dropwise to a stirred solution of lithium diisopropylamide (158 mmol) in THF (150 ml) and hexane (100 ml), under dry nitrogen, keeping the temperature below -65°. After 0.5 h, the solution was warmed to ambient temperature and added to a stirred solution of bromochloromethane (49.4 ml, 750 mmol) in THF (50 ml) keeping the temperature below -65°. The solution was allowed to warm to ambient temperature and, after 18... The reactants are C(C)C=1C(NC(NC1OC1=CC(=CC(=C1)C)C)=O)=O (5-Ethyl-6-(3,5-dimethylphenoxy)-2,4-pyrimidinedione), FC(OC1=CC=C(CBr)C=C1)(F)F (4-trifluoromethoxybenzyl bromide). Yields the product FC(OC1=CC=C(CN2C(NC(C(=C2OC2=CC(=CC(=C2)C)C)CC)=O)=O)C=C1)(F)F (1-(4-Trifluoromethoxybenzyl)-5-ethyl-6-(3,5-dimethyl-phenoxy)-2,4-pyrimidinedione). Yield: 53.6%. As a reaction SMILES: [CH2:1]([C:3]1[C:4](=[O:19])[NH:5][C:6](=[O:18])[NH:7][C:8]=1[O:9][C:10]1[CH:15]=[C:14]([CH3:16])[CH:13]=[C:12]([CH3:17])[CH:11]=1)[CH3:2].[F:20][C:21]([F:32])([F:31])[O:22][C:23]1[CH:30]=[CH:29][C:26]([CH2:27]Br)=[CH:25][CH:24]=1>>[F:20][C:21]([F:31])([F:32])[O:22][C:23]1[CH:30]=[CH:29][C:26]([CH2:27][N:7]2[C:8]([O:9][C:10]3[CH:11]=[C:12]([CH3:17])[CH:13]=[C:14]([CH3:16])[CH:15]=3)=[C:3]([CH2:1][CH3:2])[C:4](=[O:19])[NH:5][C:6]2=[O:18])=[CH:25][CH:24]=1. Reported procedure: 5-Ethyl-6-(3,5-dimethylphenoxy)-2,4-pyrimidinedione and 4-trifluoromethoxybenzyl bromide were reacted by the same way with the example 1 to obtain the titled compound (233 mg, yield: 53.6%). The reactants are CCO, Cl, COCCN(C)c1n[nH]c2ccc(C3OCCCO3)cc12. Yields the product COCCN(C)c1n[nH]c2ccc(C=O)cc12. RXN SMILES: [CH3:23][CH2:24][OH:25].[ClH:22].[O:1]1[CH:2]([c:7]2[cH:8][c:9]3[c:10]([N:16]([CH3:17])[CH2:18][CH2:19][O:20][CH3:21])[n:11][nH:12][c:13]3[cH:14][cH:15]2)[O:6][CH2:5][CH2:4][CH2:3]1>>[O:1]=[CH:2][c:7]1[cH:8][c:9]2[c:10]([N:16]([CH3:17])[CH2:18][CH2:19][O:20][CH3:21])[n:11][nH:12][c:13]2[cH:14][cH:15]1. Reactants: Cl.C(C1=CC=CC=C1)OC1=CC=C(C=C1)NN ((4-benzyloxy-phenyl)-hydrazine hydrochloride salt), O1CCC(C2=CC=CC=C12)=O (Chroman-4-one). The product is C(C1=CC=CC=C1)OC=1C=C2C=3COC4=C(C3NC2=CC1)C=CC=C4 (8-benzyloxy-6,11-dihydro-5-oxa-11-aza-benzo[a]fluorene). RXN SMILES: Cl.[CH2:2]([O:9][C:10]1[CH:15]=[CH:14][C:13]([NH:16]N)=[CH:12][CH:11]=1)[C:3]1[CH:8]=[CH:7][CH:6]=[CH:5][CH:4]=1.[O:18]1[C:27]2[C:22](=[CH:23][CH:24]=[CH:25][CH:26]=2)[C:21](=O)[CH2:20][CH2:19]1>>[CH2:2]([O:9][C:10]1[CH:15]=[C:14]2[C:13](=[CH:12][CH:11]=1)[NH:16][C:21]1[C:22]3[CH:23]=[CH:24][CH:25]=[CH:26][C:27]=3[O:18][CH2:19][C:20]2=1)[C:3]1[CH:8]=[CH:7][CH:6]=[CH:5][CH:4]=1 |f:0.1|. Reported procedure: Following the procedure described in Example 4, using (4-benzyloxy-phenyl)-hydrazine hydrochloride salt and Chroman-4-one (2.93 g, 16.84 mmol) as the starting material, the title compound was prepared as a brown solid. Starting materials: Clc1ncc(Br)cn1, CCOC(C)=O, CCN(C(C)C)C(C)C, CC1CCCN1c1nc(-c2ccc(F)c(Cl)c2)cc(N2CCNCC2)n1. Product: CC1CCCN1c1nc(-c2ccc(F)c(Cl)c2)cc(N2CCN(c3ncc(Br)cn3)CC2)n1. As a reaction SMILES: [Br:1][c:2]1[cH:3][n:4][c:5]([Cl:8])[n:6][cH:7]1.[CH3:44][CH2:45][O:46][C:47]([CH3:48])=[O:49].[CH:35]([N:36]([CH2:37][CH3:38])[CH:39]([CH3:40])[CH3:41])([CH3:42])[CH3:43].[Cl:9][c:10]1[cH:11][c:12](-[c:17]2[n:18][c:19]([N:29]3[CH:30]([CH3:34])[CH2:31][CH2:32][CH2:33]3)[n:20][c:21]([N:23]3[CH2:24][CH2:25][NH:26][CH2:27][CH2:28]3)[cH:22]2)[cH:13][cH:14][c:15]1[F:16]>>[Br:1][c:2]1[cH:3][n:4][c:5]([N:26]2[CH2:25][CH2:24][N:23]([c:21]3[n:20][c:19]([N:29]4[CH:30]([CH3:34])[CH2:31][CH2:32][CH2:33]4)[n:18][c:17](-[c:12]4[cH:11][c:10]([Cl:9])[c:15]([F:16])[cH:14][cH:13]4)[cH:22]3)[CH2:28][CH2:27]2)[n:6][cH:7]1. Reactants: COC1=NC(=NC=C1OC)NC(CN1N=CC(=C1)[N+](=O)[O-])=O (N-(4,5-dimethoxypyrimidin-2-yl)-2-(4-nitro-1H-pyrazol-1-yl)acetamide), Cl (HCl), Cl (HCl). Run in C1CCOC1 (THF), C1CCOC1 (THF), C1CCOC1 (THF), CCOC(=O)C (EtOAc). Run at time 1.5 hour. Product: COC1=NC(=NC=C1OC)NCCN1N=CC(=C1)[N+](=O)[O-] (4,5-dimethoxy-N-(2-(4-nitro-1H-pyrazol-1-yl)ethyl)pyrimidin-2-amine). Reaction SMILES: [CH3:1][O:2][C:3]1[C:8]([O:9][CH3:10])=[CH:7][N:6]=[C:5]([NH:11][C:12](=O)[CH2:13][N:14]2[CH:18]=[C:17]([N+:19]([O-:21])=[O:20])[CH:16]=[N:15]2)[N:4]=1.Cl>C1COCC1.CCOC(C)=O>[CH3:1][O:2][C:3]1[C:8]([O:9][CH3:10])=[CH:7][N:6]=[C:5]([NH:11][CH2:12][CH2:13][N:14]2[CH:18]=[C:17]([N+:19]([O-:21])=[O:20])[CH:16]=[N:15]2)[N:4]=1. Procedure: To N-(4,5-dimethoxypyrimidin-2-yl)-2-(4-nitro-1H-pyrazol-1-yl)acetamide (318 mg, 1.03 mmol) in THF (2.0 mL), BH3 THF-complex solution (1 M in THF, 4.13 mL, 4.13 mmol) was added. After stirring at rt for 1.5 h, the reaction mixture was quenched with 1 N aq. HCl-solution (4 mL, 4 mmol) followed by concentrated HCl-solution (32%, 0.5 mL). After stirring for 10 min at rt, the reaction mixture was diluted with EtOAc, washed with sat. Na2CO3-solution. The aq. layer was reextracted with EtOAc and the c...